From a dataset of the Open Reaction Database (ORD), a public repository of structured organic reaction records. describe an organic reaction: reactants, conditions, products, and yield The reactants are COC1=CC=C(C[C@H]2NCCN(C2)CC2=CC=CC=C2)C=C1 ((2R)-2-(4-methoxybenzyl)-4-benzylpiperazine), 5C, FC(C=1C=C(C(=O)O)C=C(C1)C(F)(F)F)(F)F (3,5-bis(trifluoromethyl)benzoic acid), N1=CC=CC=C1 (pyridine), C(C(=O)Cl)(=O)Cl (oxalyl chloride). The solvent is ClCCl (dichloromethane), C(C)N(CC)CC (triethylamine), O1CCCC1 (tetrahydrofuran). Reaction conditions: temperature 55 celsius, time 5 minute. Yields the product FC(C=1C=C(C(=O)N2[C@@H](CN(CC2)CC2=CC=CC=C2)CC2=CC=C(C=C2)OC)C=C(C1)C(F)(F)F)(F)F ((2R)-1-[3,5-bis(trifluoromethyl)benzoyl]-2-(4-methoxybenzyl)-4-benzylpiperazine). The yield is 80.1%. As a reaction SMILES: [F:1][C:2]([F:17])([F:16])[C:3]1[CH:4]=[C:5]([CH:9]=[C:10]([C:12]([F:15])([F:14])[F:13])[CH:11]=1)[C:6]([OH:8])=O.N1C=CC=CC=1.C(Cl)(=O)C(Cl)=O.[CH3:30][O:31][C:32]1[CH:51]=[CH:50][C:35]([CH2:36][C@@H:37]2[CH2:42][N:41]([CH2:43][C:44]3[CH:49]=[CH:48][CH:47]=[CH:46][CH:45]=3)[CH2:40][CH2:39][NH:38]2)=[CH:34][CH:33]=1>O1CCCC1.ClCCl.C(N(CC)CC)C>[F:16][C:2]([F:1])([F:17])[C:3]1[CH:4]=[C:5]([CH:9]=[C:10]([C:12]([F:15])([F:14])[F:13])[CH:11]=1)[C:6]([N:38]1[CH2:39][CH2:40][N:41]([CH2:43][C:44]2[CH:49]=[CH:48][CH:47]=[CH:46][CH:45]=2)[CH2:42][C@H:37]1[CH2:36][C:35]1[CH:34]=[CH:33][C:32]([O:31][CH3:30])=[CH:51][CH:50]=1)=[O:8]. Procedure details: To a solution of 3,5-bis(trifluoromethyl)benzoic acid (3.04 g) and pyridine (0.030 ml) in tetrahydrofuran (9 ml) was added dropwise oxalyl chloride. (1.80 g) over 5 minutes, and the reaction mixture was heated at 55° C. with stirring for one hour. After cooling, the solution was added dropwise to a solution of (2R)-2-(4-methoxybenzyl)-4-benzylpiperazine (3.47 g) and triethylamine (3.55 g) in dichloromethane (35 ml) below 5C over 30 minutes under nitrogen atmosphere. The reaction mixture was stir... Reactants: CC(C)(C)OC(=O)CC(NC(=O)OCc1ccccc1)C(=O)CBr, [F-], Oc1c(F)c(F)cc(F)c1F, [K+], CN(C)C=O. Yields the product CC(C)(C)OC(=O)CC(NC(=O)OCc1ccccc1)C(=O)COc1c(F)c(F)cc(F)c1F. RXN SMILES: [C:3]([CH3:4])([CH3:5])([CH3:6])[O:7][C:8]([CH2:9][CH:10]([C:11]([CH2:12][Br:13])=[O:14])[NH:15][C:16](=[O:17])[O:18][CH2:19][c:20]1[cH:21][cH:22][cH:23][cH:24][cH:25]1)=[O:26].[F-:1].[F:27][c:28]1[c:29]([OH:37])[c:30]([F:36])[c:31]([F:35])[cH:32][c:33]1[F:34].[K+:2].[O:38]=[CH:39][N:40]([CH3:41])[CH3:42]>>[C:3]([CH3:4])([CH3:5])([CH3:6])[O:7][C:8]([CH2:9][CH:10]([C:11]([CH2:12][O:37][c:29]1[c:28]([F:27])[c:33]([F:34])[cH:32][c:31]([F:35])[c:30]1[F:36])=[O:14])[NH:15][C:16](=[O:17])[O:18][CH2:19][c:20]1[cH:21][cH:22][cH:23][cH:24][cH:25]1)=[O:26]. Reaction conditions: time 18 hour. The reactants are C[Si](CCOCCl)(C)C (2-(trimethylsilyl)ethoxymethyl chloride), N1C=NC=C1 (imidazole). Reported procedure: A mixture of 2-(trimethylsilyl)ethoxymethyl chloride (11.6 g, 0.07 moles), imidazole (9.5 g, 0.014 moles) and dry toluene (100 ml) was stirred at room temperature for 18 hours, and the resulting imidazole hydrochloride was removed by filtration. The filtrate was concentrated to provide 13.4 g (97%) of crude product. Kugelrohr distillation at 94°-100° C. (0.2 mm) gave 8.92 g (65%) of the desired product as a colorless liquid. The yield is 321.2%. As a reaction SMILES: [CH3:1][Si:2]([CH3:9])([CH3:8])[CH2:3][CH2:4][O:5][CH2:6]Cl.[NH:10]1[CH:14]=[CH:13][N:12]=[CH:11]1>C1(C)C=CC=CC=1>[CH3:1][Si:2]([CH3:9])([CH3:8])[CH2:3][CH2:4][O:5][CH2:6][N:10]1[CH:14]=[CH:13][N:12]=[CH:11]1. The product is C[Si](CCOCN1C=NC=C1)(C)C (1-[2-(Trimethylsilyl)ethoxymethyl]imidazole). The solvent is C1(=CC=CC=C1)C (toluene). Starting materials: [Al+3], C1CCOC1, CCOCC, CCCC(C(N)=O)C(c1ccccc1)c1ccc2c(cnn2-c2ccc(F)cc2)c1, [H-], [H-], [H-], [H-], [Li+]. The product is CCCC(CN)C(c1ccccc1)c1ccc2c(cnn2-c2ccc(F)cc2)c1. Reaction SMILES: [Al+3:32].[CH2:42]1[O:43][CH2:44][CH2:45][CH2:46]1.[CH3:37][CH2:38][O:39][CH2:40][CH3:41].[F:1][c:2]1[cH:3][cH:4][c:5](-[n:8]2[n:9][cH:10][c:11]3[cH:12][c:13]([CH:17]([CH:18]([C:19](=[O:20])[NH2:21])[CH2:22][CH2:23][CH3:24])[c:25]4[cH:26][cH:27][cH:28][cH:29][cH:30]4)[cH:14][cH:15][c:16]23)[cH:6][cH:7]1.[H-:31].[H-:34].[H-:35].[H-:36].[Li+:33]>>[F:1][c:2]1[cH:3][cH:4][c:5](-[n:8]2[n:9][cH:10][c:11]3[cH:12][c:13]([CH:17]([CH:18]([CH2:19][NH2:21])[CH2:22][CH2:23][CH3:24])[c:25]4[cH:26][cH:27][cH:28][cH:29][cH:30]4)[cH:14][cH:15][c:16]23)[cH:6][cH:7]1. Starting materials: C1(CC1)C1=NN=C(S1)N (5-cyclopropyl-1,3,4-thiadiazol-2-amine), Cl.CN(CCCN=C=NCC)C (N-(3-Dimethylaminopropyl)-N′-ethylcarbodiimide hydrochloride), COCC(C)OC=1C=C(C(=O)O)C=C(C1)OC1=CC=C(C=C1)C=1OC(=NN1)C (3-(1-Methoxypropan-2-yloxy)-5-(4-(5-methyl-1,3,4-oxadiazol-2-yl)phenoxy)benzoic acid), CC1=NN=C(O1)C1=CC=C(OC=2C=C(C(=O)O)C=C(C2)OC2C(N(CC2)C)=O)C=C1 (3-(4-(5-Methyl-1,3,4-oxadiazol-2-yl)phenoxy)-5-(1-methyl-2-oxo pyrrolidin-3-yloxy)benzoic acid). The reagents and catalysts are CN(C1=CC=NC=C1)C (4-(Dimethylamino)pyridine). Run in C(Cl)Cl (DCM), C(Cl)Cl (DCM). Run at time 16 hour. The product is C1(CC1)C1=NN=C(S1)NC(C1=CC(=CC(=C1)OC1C(N(CC1)C)=O)OC1=CC=C(C=C1)C=1OC(=NN1)C)=O (N-(5-Cyclopropyl-1,3,4-thiadiazol-2-yl)-3-(4-(5-methyl-1,3,4-oxadiazol-2-yl)phenoxy)-5-((1-methyl-2-oxopyrrolidin-3-yl)oxy)benzamide). As a reaction SMILES: Cl.CN(C)CCCN=C=NCC.COCC(OC1C=C(C=C(OC2C=CC(C3OC(C)=NN=3)=CC=2)C=1)C(O)=O)C.[CH3:41][C:42]1[O:46][C:45]([C:47]2[CH:70]=[CH:69][C:50]([O:51][C:52]3[CH:53]=[C:54]([CH:58]=[C:59]([O:61][CH:62]4[CH2:66][CH2:65][N:64]([CH3:67])[C:63]4=[O:68])[CH:60]=3)[C:55]([OH:57])=O)=[CH:49][CH:48]=2)=[N:44][N:43]=1.[CH:71]1([C:74]2[S:78][C:77]([NH2:79])=[N:76][N:75]=2)[CH2:73][CH2:72]1>CN(C)C1C=CN=CC=1.C(Cl)Cl>[CH:71]1([C:74]2[S:78][C:77]([NH:79][C:55](=[O:57])[C:54]3[CH:58]=[C:59]([O:61][CH:62]4[CH2:66][CH2:65][N:64]([CH3:67])[C:63]4=[O:68])[CH:60]=[C:52]([O:51][C:50]4[CH:69]=[CH:70][C:47]([C:45]5[O:46][C:42]([CH3:41])=[N:43][N:44]=5)=[CH:48][CH:49]=4)[CH:53]=3)=[N:76][N:75]=2)[CH2:73][CH2:72]1 |f:0.1|. Reported procedure: 4-(Dimethylamino)pyridine (DMAP) (0.149 g), N-(3-Dimethylaminopropyl)-N′-ethylcarbodiimide hydrochloride (EDCI.HCl) (0.524 g) were added to a solution of 3-(1-methoxypropan-2-yloxy)-5-(4-(5-methyl-1,3,4-oxadiazol-2-yl)phenoxy)benzoic acid (0.5 g) (Intermediate 1) in dry DCM under nitrogen at 0-5° C. 5-cyclopropyl-1,3,4-thiadiazol-2-amine (0.134 g) was added and the mixture was stirred for 16 h at room temperature. It was diluted with commercially available DCM. Organic phase was washed with dil ...